Dataset: the Open Reaction Database (ORD), a public repository of structured organic reaction records. Task: describe an organic reaction: reactants, conditions, products, and yield Starting materials: C(CC)C1=C(OC(C(=O)OCC)C2=CC(=C(C=C2)Cl)Cl)C=CC(=C1O)C(C)=O (Ethyl 2-(2-n-propyl-3-hydroxy-4-acetylphenoxy)-2-(3,4-dichlorophenyl)acetate). Solvent: O1CCOCC1 (dioxane), Cl (hydrochloric acid). Product: C(CC)C1=C(OC(C(=O)O)C2=CC(=C(C=C2)Cl)Cl)C=CC(=C1O)C(C)=O (2-(2-n-propyl-3-hydroxy-4-acetylphenoxy)-2-(3,4-dichlorophenyl)acetic acid). Yield: 40.1%. As a reaction SMILES: [CH2:1]([C:4]1[C:24]([OH:25])=[C:23]([C:26](=[O:28])[CH3:27])[CH:22]=[CH:21][C:5]=1[O:6][CH:7]([C:13]1[CH:18]=[CH:17][C:16]([Cl:19])=[C:15]([Cl:20])[CH:14]=1)[C:8]([O:10]CC)=[O:9])[CH2:2][CH3:3]>O1CCOCC1.Cl>[CH2:1]([C:4]1[C:24]([OH:25])=[C:23]([C:26](=[O:28])[CH3:27])[CH:22]=[CH:21][C:5]=1[O:6][CH:7]([C:13]1[CH:18]=[CH:17][C:16]([Cl:19])=[C:15]([Cl:20])[CH:14]=1)[C:8]([OH:10])=[O:9])[CH2:2][CH3:3]. Procedure: A mixture of 4.8 g of Ethyl 2-(2-n-propyl-3-hydroxy-4-acetylphenoxy)-2-(3,4-dichlorophenyl)acetate in 100 ml of dioxane and 15 ml of concentrated hydrochloric acid was refluxed for 70 hours. The reaction mixture was then cooled, concentrated in vacuum to give 2.9 g of the crude solid, which was crystallized from hexane to give 1.8 g of pure product, melting point 177°-180° C. Reactants: BrC=1C=C2C(=C(C=NC2=CC1)C(C(C)C)=O)N[C@@H]1CC[C@H](CC1)NC(OC(C)(C)C)=O (tert-butyl trans-4-(6-bromo-3-isobutyrylquinolin-4-ylamino)cyclohexylcarbamate), CC1(OB(OC1(C)C)C=1C=NNC1)C (4-(4,4,5,5-tetramethyl-1,3,2-dioxaborolan-2-yl)-1H-pyrazole). The product is C1(CC1)C(=O)C=1C=NC2=CC=C(C=C2C1N[C@@H]1CC[C@H](CC1)NC(OC(C)(C)C)=O)C=1C=NNC1 (tert-Butyl trans-4-[3-(cyclopropanecarbonyl)-6-(1H-pyrazol-4-yl)quinolin-4-ylamino]cyclohexylcarbamate). Isolated yield 35.7%. RXN SMILES: Br[C:2]1[CH:3]=[C:4]2[C:9](=[CH:10][CH:11]=1)[N:8]=[CH:7][C:6]([C:12](=[O:16])[CH:13]([CH3:15])[CH3:14])=[C:5]2[NH:17][C@H:18]1[CH2:23][CH2:22][C@H:21]([NH:24][C:25](=[O:31])[O:26][C:27]([CH3:30])([CH3:29])[CH3:28])[CH2:20][CH2:19]1.CC1(C)C(C)(C)OB([C:40]2[CH:41]=[N:42][NH:43][CH:44]=2)O1>>[CH:13]1([C:12]([C:6]2[CH:7]=[N:8][C:9]3[C:4]([C:5]=2[NH:17][C@H:18]2[CH2:23][CH2:22][C@H:21]([NH:24][C:25](=[O:31])[O:26][C:27]([CH3:29])([CH3:30])[CH3:28])[CH2:20][CH2:19]2)=[CH:3][C:2]([C:40]2[CH:41]=[N:42][NH:43][CH:44]=2)=[CH:11][CH:10]=3)=[O:16])[CH2:15][CH2:14]1. Reported procedure: Following general procedure D, tert-butyl trans-4-(6-bromo-3-isobutyrylquinolin-4-ylamino)cyclohexylcarbamate (49 mg, 0.100 mmol) was reacted with 4-(4,4,5,5-tetramethyl-1,3,2-dioxaborolan-2-yl)-1H-pyrazole (39 mg, 0.200 mmol) to afford the desired product (17 mg, 36%) as an off-white solid: ESI MS m/z 476 [C27H33N5O3+H]+. The reactants are Cc1nn(C)c(C)c1C(=O)O, CNc1ccc(Cc2nc3c([nH]2)c(=O)n(Cc2ccccc2F)c(=O)n3CC2CC2)cc1, O=C1CCC(=O)N1Cl, ClCCl, c1ccc(P(c2ccccc2)c2ccccc2)cc1. Product: Cc1nn(C)c(C)c1C(=O)N(C)c1ccc(Cc2nc3c([nH]2)c(=O)n(Cc2ccccc2F)c(=O)n3CC2CC2)cc1. As a reaction SMILES: [CH3:1][n:2]1[n:3][c:4]([CH3:11])[c:5]([C:8](=[O:9])[OH:10])[c:6]1[CH3:7].[CH:39]1([CH2:42][n:43]2[c:44](=[O:70])[n:45]([CH2:62][c:63]3[c:64]([F:69])[cH:65][cH:66][cH:67][cH:68]3)[c:46](=[O:61])[c:47]3[nH:48][c:49]([CH2:52][c:53]4[cH:54][cH:55][c:56]([NH:59][CH3:60])[cH:57][cH:58]4)[n:50][c:51]23)[CH2:40][CH2:41]1.[Cl:31][N:32]1[C:33](=[O:34])[CH2:35][CH2:36][C:37]1=[O:38].[Cl:71][CH2:72][Cl:73].[c:12]1([P:13]([c:14]2[cH:15][cH:16][cH:17][cH:18][cH:19]2)[c:20]2[cH:21][cH:22][cH:23][cH:24][cH:25]2)[cH:26][cH:27][cH:28][cH:29][cH:30]1>>[CH3:1][n:2]1[n:3][c:4]([CH3:11])[c:5]([C:8](=[O:10])[N:59]([c:56]2[cH:55][cH:54][c:53]([CH2:52][c:49]3[nH:48][c:47]4[c:46](=[O:61])[n:45]([CH2:62][c:63]5[c:64]([F:69])[cH:65][cH:66][cH:67][cH:68]5)[c:44](=[O:70])[n:43]([CH2:42][CH:39]5[CH2:40][CH2:41]5)[c:51]4[n:50]3)[cH:58][cH:57]2)[CH3:60])[c:6]1[CH3:7]. Starting materials: COC1=C(C=C(C=C1)CC(=O)O)SC (4-methoxy-3-(methylthio)phenylacetic acid), C(C(=O)Cl)(=O)Cl (oxalyl chloride), CN(C=O)C (N,N-dimethylformamide). The solvent is C1CCOC1 (THF). Reaction conditions: time 3 hour. The product is COC1=C(C=C(C=C1)CC(=O)Cl)SC (4-Methoxy-3-(methylthio)phenylacetyl chloride). As a reaction SMILES: [CH3:1][O:2][C:3]1[CH:8]=[CH:7][C:6]([CH2:9][C:10](O)=[O:11])=[CH:5][C:4]=1[S:13][CH3:14].C(Cl)(=O)C([Cl:18])=O.CN(C)C=O>C1COCC1>[CH3:1][O:2][C:3]1[CH:8]=[CH:7][C:6]([CH2:9][C:10]([Cl:18])=[O:11])=[CH:5][C:4]=1[S:13][CH3:14]. Procedure details: To a solution of 4-methoxy-3-(methylthio)phenylacetic acid (10.2 g, 47.3 mmol) in THF (300 mL) was added oxalyl chloride (6.6 g, 52 mmol, 1.1 equivalent) followed by a catalytic amount of N,N-dimethylformamide (DMF) (~0.5 mL). The reaction mixture was stirred at ambient temperature for 3 h and then concentrated under reduced pressure to give the title compound as a yellow oil. The product was used without purification. Starting materials: C1(=CC=CC=C1)CCCCNC([C@H]1N(CCC1)C[C@H](CC(C)C)N)=O (1-[2-(S)-amino-4-methylpentyl]-L-proline 4-phenylbutylamide), S1C(=CC=C1)C(=O)Cl (2-thiophenecarbonyl chloride). Product: C1(=CC=CC=C1)CCCCNC([C@H]1N(CCC1)C[C@H](CC(C)C)NC(=O)C=1SC=CC1)=O (1-[2-(S)-[(Thiophene-2-carbonyl)amino]-4-methylpentyl]-L-proline 4-Phenylbutylamide). Isolated yield 55.0%. As a reaction SMILES: [C:1]1([CH2:7][CH2:8][CH2:9][CH2:10][NH:11][C:12](=[O:25])[C@@H:13]2[CH2:17][CH2:16][CH2:15][N:14]2[CH2:18][C@@H:19]([NH2:24])[CH2:20][CH:21]([CH3:23])[CH3:22])[CH:6]=[CH:5][CH:4]=[CH:3][CH:2]=1.[S:26]1[CH:30]=[CH:29][CH:28]=[C:27]1[C:31](Cl)=[O:32]>>[C:1]1([CH2:7][CH2:8][CH2:9][CH2:10][NH:11][C:12](=[O:25])[C@@H:13]2[CH2:17][CH2:16][CH2:15][N:14]2[CH2:18][C@@H:19]([NH:24][C:31]([C:27]2[S:26][CH:30]=[CH:29][CH:28]=2)=[O:32])[CH2:20][CH:21]([CH3:22])[CH3:23])[CH:6]=[CH:5][CH:4]=[CH:3][CH:2]=1. Procedure: Using the procedure described in Example 7, treatment of 1-[2-(S)-amino-4-methylpentyl]-L-proline 4-phenylbutylamide (113 mg) with 2-thiophenecarbonyl chloride (50 uL) provided 74 mg (55%) of the title compound. The 1H NMR and Mass spectrum analysis of this compound was consistent with the structure. Rf=0.46 (EtOAc). LSIMS=456; (mass calculated for C26H37N3O2S=455.60). The reactants are ClC(Cl)(Cl)CC1(c2ccc(Br)cc2)CO1, CCOc1cccc(C2(CC(Cl)(Cl)Cl)CO2)c1, ClC(Cl)(Cl)CC1(c2cccc(OCc3ccccc3)c2)CO1, COc1cccc(C2(CC(Cl)(Cl)Cl)CO2)c1, Clc1ccc(C2(CC(Cl)(Cl)Cl)CO2)cc1, Clc1cccc(C2(CC(Cl)(Cl)Cl)CO2)c1, Clc1ccc(C2(CC(Cl)(Cl)Cl)CO2)cc1Cl, Fc1cccc(C2(CC(Cl)(Cl)Cl)CO2)c1. Product: ClC(Cl)(Cl)CC1(c2cccc(Br)c2)CO1. RXN SMILES: [Br:117][c:118]1[cH:119][cH:120][c:121]([C:122]2([CH2:123][C:124]([Cl:125])([Cl:126])[Cl:127])[CH2:128][O:129]2)[cH:130][cH:131]1.[CH2:63]([O:64][c:65]1[cH:66][c:67]([C:68]2([CH2:69][C:70]([Cl:71])([Cl:72])[Cl:73])[CH2:74][O:75]2)[cH:76][cH:77][cH:78]1)[CH3:79].[CH2:80]([O:81][c:82]1[cH:83][c:84]([C:85]2([CH2:86][C:87]([Cl:88])([Cl:89])[Cl:90])[CH2:91][O:92]2)[cH:93][cH:94][cH:95]1)[c:96]1[cH:97][cH:98][cH:99][cH:100][cH:101]1.[CH3:1][O:2][c:3]1[cH:4][c:5]([C:9]2([CH2:12][C:13]([Cl:14])([Cl:15])[Cl:16])[O:10][CH2:11]2)[cH:6][cH:7][cH:8]1.[Cl:102][c:103]1[cH:104][cH:105][c:106]([C:107]2([CH2:108][C:109]([Cl:110])([Cl:111])[Cl:112])[CH2:113][O:114]2)[cH:115][cH:116]1.[Cl:17][c:18]1[cH:19][c:20]([C:21]2([CH2:22][C:23]([Cl:24])([Cl:25])[Cl:26])[CH2:27][O:28]2)[cH:29][cH:30][cH:31]1.[Cl:47][c:48]1[cH:49][c:50]([C:51]2([CH2:52][C:53]([Cl:54])([Cl:55])[Cl:56])[CH2:57][O:58]2)[cH:59][cH:60][c:61]1[Cl:62].[F:32][c:33]1[cH:34][c:35]([C:36]2([CH2:37][C:38]([Cl:39])([Cl:40])[Cl:41])[CH2:42][O:43]2)[cH:44][cH:45][cH:46]1>>[c:3]1([Br:117])[cH:4][c:5]([C:9]2([CH2:12][C:13]([Cl:14])([Cl:15])[Cl:16])[O:10][CH2:11]2)[cH:6][cH:7][cH:8]1. The reactants are aryl, 1H,s,C3 pyrazole, ester, C(C)OC(=O)C1=CN(NC1=O)C1=CC=C(C=C1)C (4-Ethoxycarbonyl-2-(4-methylphenyl)-3-pyrazolin-5-one), C(C)O (ethanol). Solvent: [OH-].[Na+] (sodium hydroxide). Yields the product CC1=CC=C(C=C1)N1NC(C(=C1)C(=O)O)=O (2-(4-Methylphenyl)-3-pyrazolin-5-one-4-carboxylic acid). RXN SMILES: C([O:3][C:4]([C:6]1[C:10](=[O:11])[NH:9][N:8]([C:12]2[CH:17]=[CH:16][C:15]([CH3:18])=[CH:14][CH:13]=2)[CH:7]=1)=[O:5])C.C(O)C>[OH-].[Na+]>[CH3:18][C:15]1[CH:14]=[CH:13][C:12]([N:8]2[CH:7]=[C:6]([C:4]([OH:5])=[O:3])[C:10](=[O:11])[NH:9]2)=[CH:17][CH:16]=1 |f:2.3|. Reported procedure: The ester prepared in (b) above (245 mg, 0.99 mmol) in 2.5N sodium hydroxide (5 ml) and ethanol (1 ml) was stirred at reflux under nitrogen for 0.75 hours. and then allowed to cool. The solution was washed with ethylacetate and then acidified to pH 1.5 (5 N HCl), whereupon the title compound precipitated out, was filtered and was washed with water. Drying in vacuum gave (183 mg). νmax (Nujol) 1655, 1580, 1525, 1325, 1140, 100, cm-1. δ(CD3OD+Drop D6DMSO) 2.38 (3H,s, p-CH3), 7.50 (4H, ABq, J9 Hz, ... The reactants are C1CCOC1, C[Si](C)(C)[N-][Si](C)(C)C, O=C(O)c1ncc(Cl)nc1Cl, C[Si](C)(C)c1ccc(N)c(F)c1, [Li+]. The product is C[Si](C)(C)c1ccc(Nc2nc(Cl)cnc2C(=O)O)c(F)c1. Reaction SMILES: [CH2:34]1[O:35][CH2:36][CH2:37][CH2:38]1.[CH3:14][Si:15]([N-:16][Si:17]([CH3:18])([CH3:19])[CH3:20])([CH3:21])[CH3:22].[Cl:23][c:24]1[c:25]([C:31](=[O:32])[OH:33])[n:26][cH:27][c:28]([Cl:30])[n:29]1.[F:1][c:2]1[c:3]([NH2:12])[cH:4][cH:5][c:6]([Si:8]([CH3:9])([CH3:10])[CH3:11])[cH:7]1.[Li+:13]>>[F:1][c:2]1[c:3]([NH:12][c:24]2[c:25]([C:31](=[O:32])[OH:33])[n:26][cH:27][c:28]([Cl:30])[n:29]2)[cH:4][cH:5][c:6]([Si:8]([CH3:9])([CH3:10])[CH3:11])[cH:7]1. RXN SMILES: [CH3:1][O:2][C:3]([C:4]([C:5]#[N:6])=[C:7]1[C:8](=[O:17])[NH:9][c:10]2[cH:11][cH:12][c:13]([Cl:16])[cH:14][c:15]21)=[O:18].[CH3:23][OH:24].[K:19][C:20]#[N:21].[OH2:22]>>[CH3:1][O:2][C:3]([CH:4]([C:5]#[N:6])[C:7]1([C:20]#[N:21])[C:8](=[O:17])[NH:9][c:10]2[cH:11][cH:12][c:13]([Cl:16])[cH:14][c:15]21)=[O:18]. Reactants: COC(=O)C(C#N)=C1C(=O)Nc2ccc(Cl)cc21, CO, N#C[K], O. Product: COC(=O)C(C#N)C1(C#N)C(=O)Nc2ccc(Cl)cc21. The reactants are S1CNCC1 (thiazolidine), C1(C=CC2=CC=CC=C12)CC(=O)N1[C@H](C(=O)O)CCC1 (1-(2-indenylacetyl)-L-proline), N1CCCC1 (pyrrolidine), C1(CCC2=CC=CC=C12)CC(=O)C1[C@H](NCS1)C(=O)O (3-(2-indanylacetyl)-L-thioproline). The product is C1(C=CC2=CC=CC=C12)CC(=O)N1[C@H](C(=O)N2CCCC2)CCC1 (1-[1-(2-indenyl-acetyl)-L-prolyl]pyrrolidine). The yield is 62.0%. Reaction SMILES: [CH:1]1([CH2:10][C:11]([N:13]2[CH2:20][CH2:19][CH2:18][C@H:14]2[C:15]([OH:17])=O)=[O:12])[C:9]2[C:4](=[CH:5][CH:6]=[CH:7][CH:8]=2)[CH:3]=[CH:2]1.[NH:21]1[CH2:25][CH2:24][CH2:23][CH2:22]1.C1(CC(C2SCN[C@@H]2C(O)=O)=O)C2C(=CC=CC=2)CC1.S1CCNC1>>[CH:1]1([CH2:10][C:11]([N:13]2[CH2:20][CH2:19][CH2:18][C@H:14]2[C:15]([N:21]2[CH2:25][CH2:24][CH2:23][CH2:22]2)=[O:17])=[O:12])[C:9]2[C:4](=[CH:5][CH:6]=[CH:7][CH:8]=2)[CH:3]=[CH:2]1. Procedure details: A pale yellow amorphous solid of 1-[1-(2-indenyl-acetyl)-L-prolyl]pyrrolidine was prepared in the same manner as in Example 1, except that 1-(2-indenylacetyl)-L-proline and pyrrolidine were used instead of 3-(2-indanylacetyl)-L-thioproline and thiazolidine, respectively (yield: 62%).